From a dataset of the Open Reaction Database (ORD), a public repository of structured organic reaction records. describe an organic reaction: reactants, conditions, products, and yield Reactants: NC([C@@](CC1CCCCC1)(C)NC(OC(C)(C)C)=O)=O ((S)-tert-butyl 1-amino-3-cyclohexyl-2-methyl-1-oxopropan-2-ylcarbamate), NC([C@@](CC1CCCCC1)(C)NC(OC(C)(C)C)=O)=O ((S)-tert-butyl 1-amino-3-cyclohexyl-2-methyl-1-oxopropan-2-ylcarbamate), COCCO[AlH2-]OCCOC.[Na+] (Red-Al). Solvent: C1(=CC=CC=C1)C (toluene). Run at time 8 hour. The product is C1(CCCCC1)C[C@@H](CNCC)NC(OC(C)(C)C)=O ((S)-tert-butyl 1-cyclohexyl-3-(ethylamino)propan-2-ylcarbamate). As a reaction SMILES: [NH2:1][C:2](=O)[C@:3]([NH:12][C:13](=[O:19])[O:14][C:15]([CH3:18])([CH3:17])[CH3:16])(C)[CH2:4][CH:5]1[CH2:10][CH2:9][CH2:8][CH2:7][CH2:6]1.CO[CH2:23][CH2:24]O[AlH2-]OCCOC.[Na+]>C1(C)C=CC=CC=1>[CH:5]1([CH2:4][C@H:3]([NH:12][C:13](=[O:19])[O:14][C:15]([CH3:16])([CH3:17])[CH3:18])[CH2:2][NH:1][CH2:23][CH3:24])[CH2:6][CH2:7][CH2:8][CH2:9][CH2:10]1 |f:1.2|. Procedure details: (S)-tert-butyl 1-amino-3-cyclohexyl-2-methyl-1-oxopropan-2-ylcarbamate To a solution of (S)-tert-butyl 1-amino-3-cyclohexyl-2-methyl-1-oxopropan-2-ylcarbamate (811 mg, 2.85 mmol) in anhydrous toluene (15 mL) at 0° C. was added Red-Al (65%, 2.66 g, 2.6 mL, 8.55 mmol) within 20 min. After the addition, the reaction was allowed to be stirred at room temperature overnight. The reaction was cooled to 0° C. and quenched with Na2SO4.10H2O. The resulting mixture was stirred for 2-3 h, filtered through C... The reactants are [N+](=O)([O-])C1=NNC=C1 (3-nitro-1H-pyrazole), N1[C@H](C(=O)O)CCC1 (L-proline), IC1=CC(=CC=C1)C(F)(F)F (1-iodo-3-(trifluoromethyl)benzene), C([O-])([O-])=O.[K+].[K+] (potassium carbonate). Reagents/catalysts: [Cu]I (copper(I) iodide). The solvent is CS(=O)C (DMSO), O (water). Reaction conditions: temperature 85 celsius, time 8 hour. The product is [N+](=O)([O-])C1=NN(C=C1)C1=CC(=CC=C1)C(F)(F)F (3-nitro-1-(3-(trifluoromethyl)phenyl)-1H-pyrazole). Isolated yield 61.5%. Reaction SMILES: [N+:1]([C:4]1[CH:8]=[CH:7][NH:6][N:5]=1)([O-:3])=[O:2].I[C:10]1[CH:15]=[CH:14][CH:13]=[C:12]([C:16]([F:19])([F:18])[F:17])[CH:11]=1.C(=O)([O-])[O-].[K+].[K+].N1CCC[C@H]1C(O)=O>CS(C)=O.O.[Cu]I>[N+:1]([C:4]1[CH:8]=[CH:7][N:6]([C:10]2[CH:15]=[CH:14][CH:13]=[C:12]([C:16]([F:19])([F:18])[F:17])[CH:11]=2)[N:5]=1)([O-:3])=[O:2] |f:2.3.4|. Procedure details: Into a 250-mL round-bottom flask, was placed a solution of 3-nitro-1H-pyrazole (10 g, 88.50 mmol, 1.00 equiv) in DMSO (100 mL), 1-iodo-3-(trifluoromethyl)benzene (29 g, 106.62 mmol, 1.20 equiv), potassium carbonate (24 g, 173.91 mmol, 1.97 equiv), copper(I) iodide (2.6 g, 13.68 mmol, 0.15 equiv), and L-proline (2.5 g, 21.74 mmol, 0.25 equiv). The resulting solution was stirred overnight at 85° C. in an oil bath. The reaction progress was monitored by LCMS. The resulting solution was diluted with... Reaction SMILES: [BH4-:29].[CH2:31]1[CH2:32][CH2:33][CH2:34][CH2:35][CH2:36]1.[F:1][C:2]([CH2:3][O:4][c:5]1[cH:6][c:7]([CH:8]=[O:9])[cH:10][cH:11][cH:12]1)([F:13])[F:14].[Na+:30].[O:15]([c:16]1[cH:17][cH:18][cH:19][cH:20][cH:21]1)[c:22]1[cH:23][c:24]([NH2:25])[cH:26][cH:27][cH:28]1>>[F:1][C:2]([CH2:3][O:4][c:5]1[cH:6][c:7]([CH2:8][NH:25][c:24]2[cH:23][c:22]([O:15][c:16]3[cH:17][cH:18][cH:19][cH:20][cH:21]3)[cH:28][cH:27][cH:26]2)[cH:10][cH:11][cH:12]1)([F:13])[F:14]. Product: FC(F)(F)COc1cccc(CNc2cccc(Oc3ccccc3)c2)c1. Reactants: [BH4-], C1CCCCC1, O=Cc1cccc(OCC(F)(F)F)c1, [Na+], Nc1cccc(Oc2ccccc2)c1. Reactants: CC(=O)OC(C)=O, ClCCl, COc1ccccc1COCCCOc1ccc(C2CCN(C(=O)OCc3ccccc3)CC2OCc2ccc3c(C)cn(CCN)c3c2Br)cc1, c1ccncc1. Product: COc1ccccc1COCCCOc1ccc(C2CCN(C(=O)OCc3ccccc3)CC2OCc2ccc3c(C)cn(CCNC(C)=O)c3c2Br)cc1. As a reaction SMILES: [CH3:59][C:60](=[O:61])[O:62][C:63](=[O:64])[CH3:65].[Cl:66][CH2:67][Cl:68].[NH2:1][CH2:2][CH2:3][n:4]1[cH:5][c:6]([CH3:52])[c:7]2[cH:8][cH:9][c:10]([CH2:14][O:15][CH:16]3[CH2:17][N:18]([C:42](=[O:43])[O:44][CH2:45][c:46]4[cH:47][cH:48][cH:49][cH:50][cH:51]4)[CH2:19][CH2:20][CH:21]3[c:22]3[cH:23][cH:24][c:25]([O:28][CH2:29][CH2:30][CH2:31][O:32][CH2:33][c:34]4[c:35]([O:40][CH3:41])[cH:36][cH:37][cH:38][cH:39]4)[cH:26][cH:27]3)[c:11]([Br:13])[c:12]12.[cH:53]1[cH:54][cH:55][n:56][cH:57][cH:58]1>>[NH:1]([CH2:2][CH2:3][n:4]1[cH:5][c:6]([CH3:52])[c:7]2[cH:8][cH:9][c:10]([CH2:14][O:15][CH:16]3[CH2:17][N:18]([C:42](=[O:43])[O:44][CH2:45][c:46]4[cH:47][cH:48][cH:49][cH:50][cH:51]4)[CH2:19][CH2:20][CH:21]3[c:22]3[cH:23][cH:24][c:25]([O:28][CH2:29][CH2:30][CH2:31][O:32][CH2:33][c:34]4[c:35]([O:40][CH3:41])[cH:36][cH:37][cH:38][cH:39]4)[cH:26][cH:27]3)[c:11]([Br:13])[c:12]12)[C:60]([CH3:59])=[O:61]. Run at temperature 120 celsius, time 60 hour. The product is NC1=NC=C(C(=N1)N)CC1=CC(=C(C(=C1)OC)N)OC (2,4-diamino-5-(4-amino-3,5-dimethoxy-benzyl)-pyrimidine). RXN SMILES: C[O-].[Na+].C(=O)(O)O.[NH2:8][C:9]([NH2:11])=[NH:10].[NH2:12][C:13]1[C:29]([O:30][CH3:31])=[CH:28][C:16]([CH2:17][C:18](=[CH:21]N2CCOCC2)[C:19]#[N:20])=[CH:15][C:14]=1[O:32][CH3:33]>CS(C)=O.O>[NH2:10][C:9]1[N:11]=[C:19]([NH2:20])[C:18]([CH2:17][C:16]2[CH:15]=[C:14]([O:32][CH3:33])[C:13]([NH2:12])=[C:29]([O:30][CH3:31])[CH:28]=2)=[CH:21][N:8]=1 |f:0.1,2.3|. Starting materials: C[O-].[Na+] (sodium methylate), C(O)(O)=O.NC(=N)N (guanidine carbonate), NC1=C(C=C(CC(C#N)=CN2CCOCC2)C=C1OC)OC (α-(4-amino-3,5-dimethoxy-benzyl)-β-morpholino - acrylonitrile). Procedure details: A mixture of 6.5 g of sodium methylate, 21.6 g of guanidine carbonate and 12.8 g of α-(4-amino-3,5-dimethoxy-benzyl)-β-morpholino - acrylonitrile in 120 ml of absolute dimethyl sulphoxide was stirred at 120° C. for 60 hours. Subsequently, the mixture was diluted with 1.2 liters of water and extracted with two 2 liter portions of ethyl acetate. The ethyl acetatae extract was washed with two 1 liter portions of water, dried over magnesium sulphate and evaporated in vacuo. After recrystallisation o... Solvent: CS(=O)C (dimethyl sulphoxide), O (water). The reactants are C(C)(C)(C)OC(=O)N1CC(CCC1)OC=1C=NC=CC1 (3-(1-t-butoxycarbonyl-3-piperidinyloxy)-pyridine), solution, C(=O)(C(F)(F)F)O (TFA). The solvent is C(Cl)Cl (CH2Cl2). Conditions: time 50 minute. Yields the product N1CC(CCC1)OC=1C=NC=CC1 (3-(3-Piperidinyloxy)-pyridine). Yield: 99.7%. Reaction SMILES: C(OC([N:8]1[CH2:13][CH2:12][CH2:11][CH:10]([O:14][C:15]2[CH:16]=[N:17][CH:18]=[CH:19][CH:20]=2)[CH2:9]1)=O)(C)(C)C.C(O)(C(F)(F)F)=O>C(Cl)Cl>[NH:17]1[CH2:18][CH2:19][CH2:20][CH:15]([O:14][C:10]2[CH:9]=[N:8][CH:13]=[CH:12][CH:11]=2)[CH2:16]1. Procedure: To 130 mg of 3-(1-t-butoxycarbonyl-3-piperidinyloxy)-pyridine was added 10 mL of solution containing 5 mL of TFA and 5 mL of CH2Cl2 at ice-bath temperature. The reaction solution was slowly warmed to room temperature and allowed to stir 50 min at room temperature. After 50 min, solvents were removed in vacuo and the crude product was purified by flash chromatography (9:1:0.05, CHCl3:MeOH:conc. NH4OH) to obtain 83 mg (quantitative yield) of a clear oil: 1H NMR (300 MHz, CD3OD) δ8.27 (1H, d, J=2.7... The reactants are N1C=NC=C1 (imidazole), [Si](C)(C)(C(C)(C)C)Cl (tert-butyldimethylsilyl chloride), OCC1=CC=C(C(=N1)C(C1=CC=CC=C1)=O)OCC1=CC=CC=C1 (6-hydroxymethyl-2-benzoyl-3-benzyloxypyridine). The solvent is CN(C=O)C (N,N-dimethylformamide). Reaction conditions: time 8 hour. Product: C(C1=CC=CC=C1)(=O)C1=NC(=CC=C1OCC1=CC=CC=C1)CO[Si](C)(C)C(C)(C)C (2-Benzoyl-6-(tert-butyldimethylsilyl)oxymethyl-3-benzyloxypyridine). The yield is 89.5%. Reaction SMILES: [OH:1][CH2:2][C:3]1[N:8]=[C:7]([C:9](=[O:16])[C:10]2[CH:15]=[CH:14][CH:13]=[CH:12][CH:11]=2)[C:6]([O:17][CH2:18][C:19]2[CH:24]=[CH:23][CH:22]=[CH:21][CH:20]=2)=[CH:5][CH:4]=1.N1C=CN=C1.[Si:30](Cl)([C:33]([CH3:36])([CH3:35])[CH3:34])([CH3:32])[CH3:31]>CN(C)C=O>[C:9]([C:7]1[C:6]([O:17][CH2:18][C:19]2[CH:20]=[CH:21][CH:22]=[CH:23][CH:24]=2)=[CH:5][CH:4]=[C:3]([CH2:2][O:1][Si:30]([C:33]([CH3:36])([CH3:35])[CH3:34])([CH3:32])[CH3:31])[N:8]=1)(=[O:16])[C:10]1[CH:15]=[CH:14][CH:13]=[CH:12][CH:11]=1. Reported procedure: 116 g of 6-hydroxymethyl-2-benzoyl-3-benzyloxypyridine was dissolved in 450 ml of N,N-dimethylformamide. 100 g of imidazole and 85 g of tert-butyldimethylsilyl chloride was added thereto, followed by stirring at room temperature overnight. The solvent was removed, water was added thereto and the mixture was extracted with ethyl acetate. Further, the organic phase was washed with dilute hydrochloric acid, water, an aqueous saturated sodium bicarbonate solution and brine, dried over anhydrous magn...